This data is from the Open Reaction Database (ORD), a public repository of structured organic reaction records. The task is: describe an organic reaction: reactants, conditions, products, and yield Reactants: N(N)C(C(=O)OCC)=O (ethyl hydrazino(oxo)acetate), ON1N=NC2=C1C=CC=C2 (1-hydroxybenzotriazole), [Si](C1=CC=CC=C1)(C1=CC=CC=C1)(C(C)(C)C)OCC(=O)O ({[tert-butyl(diphenyl)silyl]oxy}acetic acid), Cl.CN(CCCN=C=NCC)C (N-[3-(dimethylamino)propyl]-N′-ethylcarbodiimide hydrochloride). Run in C(C)#N (acetonitrile), C(C)N(CC)CC (triethylamine), C(C)(=O)OCC (ethyl acetate). Conditions: time 8 hour. Product: [Si](C1=CC=CC=C1)(C1=CC=CC=C1)(C(C)(C)C)OCC(=O)NNC(C(=O)OCC)=O (Ethyl [2-({[tert-butyl (diphenyl)silyl]oxy}acetyl)hydrazino](oxo)acetate). Isolated yield 30.3%. As a reaction SMILES: [NH:1]([C:3](=[O:9])[C:4]([O:6][CH2:7][CH3:8])=[O:5])[NH2:2].[Si:10]([O:27][CH2:28][C:29](O)=[O:30])([C:23]([CH3:26])([CH3:25])[CH3:24])([C:17]1[CH:22]=[CH:21][CH:20]=[CH:19][CH:18]=1)[C:11]1[CH:16]=[CH:15][CH:14]=[CH:13][CH:12]=1.Cl.CN(C)CCCN=C=NCC.ON1C2C=CC=CC=2N=N1>C(#N)C.C(OCC)(=O)C.C(N(CC)CC)C>[Si:10]([O:27][CH2:28][C:29]([NH:2][NH:1][C:3](=[O:9])[C:4]([O:6][CH2:7][CH3:8])=[O:5])=[O:30])([C:23]([CH3:25])([CH3:26])[CH3:24])([C:17]1[CH:18]=[CH:19][CH:20]=[CH:21][CH:22]=1)[C:11]1[CH:12]=[CH:13][CH:14]=[CH:15][CH:16]=1 |f:2.3|. Reported procedure: To a solution of ethyl hydrazino(oxo)acetate (3.58 g) in acetonitrile (100 mL) were successively added triethylamine (6.86 mL), {[tert-butyl(diphenyl)silyl]oxy}acetic acid (7.74 g), N-[3-(dimethylamino)propyl]-N′-ethylcarbodiimide hydrochloride (5.20 g) and 1-hydroxybenzotriazole (415 mg) under ice-cooling. The reaction mixture was warmed to room temperature and stirred overnight. The reaction mixture was diluted with ethyl acetate, washed with water and saturated aqueous sodium hydrogen carbona...